Dataset: the Open Reaction Database (ORD), a public repository of structured organic reaction records. Task: describe an organic reaction: reactants, conditions, products, and yield Reactants: FC1=CC=C2C(CC(C2=C1)=O)(C)C (6-fluoro-3,3-dimethyl-1-indanone), O (water), CC(C=C)O (3-buten-2-ol), C1(=CC=C(C=C1)S(=O)(=O)O)C (p-toluenesulfonic acid). The solvent is COC(C)(C)OC (2,2-dimethoxypropane). Yields the product C(C=CC)C1C(C2=CC(=CC=C2C1(C)C)F)=O ((RS)-2-(2-buten-1-yl)-6-fluoro-3,3-dimethyl-1-indanone). Yield: 26.0%. RXN SMILES: [F:1][C:2]1[CH:10]=[C:9]2[C:5]([C:6]([CH3:13])([CH3:12])[CH2:7][C:8]2=[O:11])=[CH:4][CH:3]=1.[CH3:14][CH:15](O)[CH:16]=[CH2:17].C1(C)C=CC(S(O)(=O)=O)=CC=1.O>COC(OC)(C)C>[CH2:14]([CH:7]1[C:6]([CH3:13])([CH3:12])[C:5]2[C:9](=[CH:10][C:2]([F:1])=[CH:3][CH:4]=2)[C:8]1=[O:11])[CH:15]=[CH:16][CH3:17]. Procedure: A solution of 10.0 g of 6-fluoro-3,3-dimethyl-1-indanone, 11.1 ml of 3-buten-2-ol and 200 mg of p-toluenesulfonic acid in 200 ml of 2,2-dimethoxypropane was boiled under reflux for 96 hours on a water separator filled with molecular sieve (0.4 nm, 2 mm pearl shaped). The reaction mixture was subsequently concentrated in a vacuum and purified by column chromatography on silica gel (hexane/ethyl acetate 8:1). In addition to 11.9 g of educt, there were obtained 3.38 g (26%) of (RS)-2-(2-buten-1-yl)... Starting materials: O[C@@H]1[C@H](C[C@H]([C@@H]1O)N1C2=NC(=NC(=C2N=C1)NCC(C1=CC=CC=C1)(C1=CC=CC=C1)O)N1C[C@@H](CC1)NC(=O)NC=1C=NC=CC1)NC(CO)=O (N-((1S,2R,3S,4R)-2,3-Dihydroxy-4-{6-(2-hydroxy-2,2-diphenyl-ethylamino)-2-[(R)-3-(3-pyridin-3-yl-ureido)-pyrrolidin-1-yl]-purin-9-yl}-cyclopentyl)-2-hydroxy-acetamide), C1(=CC=CC=C1)OC(NC=1C=NC=CC1)=O (pyridin-3-yl-carbamic acid phenyl ester). Yields the product O[C@@H]1[C@H](C[C@H]([C@@H]1O)N1C2=NC(=NC(=C2N=C1)NCC(C1=CC=CC=C1)(C1=CC=CC=C1)O)N1C[C@@H](CC1)NC(=O)NCC1=CC(=CC=C1)O)NC(CO)=O (N-{(1S,2R,3S,4R)-2,3-Dihydroxy-4-[2-{(R)-3-[3-(3-hydroxy-benzyl)-ureido]-pyrrolidin-1-yl}-6-(2-hydroxy-2,2-diphenyl-ethylamino)-purin-9-yl]-cyclopentyl}-2-hydroxy-acetamide). As a reaction SMILES: [OH:1][C@H:2]1[C@@H:6]([OH:7])[C@H:5]([N:8]2[CH:16]=[N:15][C:14]3[C:9]2=[N:10][C:11]([N:33]2[CH2:37][CH2:36][C@@H:35]([NH:38][C:39]([NH:41][C:42]4[CH:43]=NC=CC=4)=[O:40])[CH2:34]2)=[N:12][C:13]=3[NH:17][CH2:18][C:19]([OH:32])([C:26]2[CH:31]=[CH:30][CH:29]=[CH:28][CH:27]=2)[C:20]2[CH:25]=[CH:24][CH:23]=[CH:22][CH:21]=2)[CH2:4][C@@H:3]1[NH:48][C:49](=[O:52])[CH2:50][OH:51].[C:53]1([O:59]C(=O)NC2C=NC=CC=2)[CH:58]=C[CH:56]=[CH:55][CH:54]=1>>[OH:1][C@H:2]1[C@@H:6]([OH:7])[C@H:5]([N:8]2[CH:16]=[N:15][C:14]3[C:9]2=[N:10][C:11]([N:33]2[CH2:37][CH2:36][C@@H:35]([NH:38][C:39]([NH:41][CH2:42][C:43]4[CH:56]=[CH:55][CH:54]=[C:53]([OH:59])[CH:58]=4)=[O:40])[CH2:34]2)=[N:12][C:13]=3[NH:17][CH2:18][C:19]([OH:32])([C:26]2[CH:31]=[CH:30][CH:29]=[CH:28][CH:27]=2)[C:20]2[CH:25]=[CH:24][CH:23]=[CH:22][CH:21]=2)[CH2:4][C@@H:3]1[NH:48][C:49](=[O:52])[CH2:50][OH:51]. Reported procedure: The title compound is prepared analogously to N-((1S,2R,3S,4R)-2,3-dihydroxy-4-{6-(2-hydroxy-2,2-diphenyl-ethylamino)-2-[(R)-3-(3-pyridin-3-yl-ureido)-pyrrolidin-1-yl]-purin-9-yl}-cyclopentyl)-2-hydroxy-acetamide (Example 192), by substituting (3-hydroxy-benzyl)-carbamic acid phenyl ester (Intermediate ZD) for pyridin-3-yl-carbamic acid phenyl ester (Intermediate ZB). The reactants are C(C)(=O)OCC1=NC2=C(N1C1CCOCC1)C=CC(=C2)C(=O)O (2-acetoxymethyl-1-(tetrahydropyran-4-yl)benzimidazole-5-carboxylic acid), C(C(=O)Cl)(=O)Cl (oxalyl chloride), CN(C=O)C (N,N-dimethylformamide), NC1=C(C=CC=C1)S (2-aminobenzenethiol). Run in O1CCCC1 (tetrahydrofuran), O1CCCC1 (tetrahydrofuran). Run at temperature 50 celsius, time 5 hour. The product is C(C)(=O)OCC1=NC2=C(N1C1CCOCC1)C=CC(=C2)C=2SC1=C(N2)C=CC=C1 (2-acetoxymethyl-5-(benzothiazol-2-yl)-1-(tetrahydropyran-4-yl)benzimidazole). Yield: 117.5%. As a reaction SMILES: [C:1]([O:4][CH2:5][C:6]1[N:10]([CH:11]2[CH2:16][CH2:15][O:14][CH2:13][CH2:12]2)[C:9]2[CH:17]=[CH:18][C:19]([C:21](O)=O)=[CH:20][C:8]=2[N:7]=1)(=[O:3])[CH3:2].C(Cl)(=O)C(Cl)=O.CN(C)C=O.[NH2:35][C:36]1[CH:41]=[CH:40][CH:39]=[CH:38][C:37]=1[SH:42]>O1CCCC1>[C:1]([O:4][CH2:5][C:6]1[N:10]([CH:11]2[CH2:16][CH2:15][O:14][CH2:13][CH2:12]2)[C:9]2[CH:17]=[CH:18][C:19]([C:21]3[S:42][C:37]4[CH:38]=[CH:39][CH:40]=[CH:41][C:36]=4[N:35]=3)=[CH:20][C:8]=2[N:7]=1)(=[O:3])[CH3:2]. Procedure details: A 4-neck flask (500 mL) equipped with a reflux condenser was charged with 2-acetoxymethyl-1-(tetrahydropyran-4-yl)benzimidazole-5-carboxylic acid (5.98 g, 18.79 mmol), anhydrous tetrahydrofuran (158 mL), and oxalyl chloride (2.86 g, 22.50 mmol), and anhydrous N,N-dimethylformamide (1 mL) was then added dropwise at room temperature, after which the reaction mixture was stirred at 50° C. for 5 hours. After being allowed to cool to room temperature, the solvent was distilled off under reduced press... Starting materials: CO, NO, [Na+], [OH-], O, O=S(=O)(O)O, O=CCc1ccc(COc2ccccn2)cc1. The product is ON=CCc1ccc(COc2ccccn2)cc1. RXN SMILES: [CH3:28][OH:29].[NH2:6][OH:7].[Na+:10].[OH-:9].[OH2:8].[S:1]([OH:2])([OH:3])(=[O:4])=[O:5].[n:11]1[c:12]([O:17][CH2:18][c:19]2[cH:20][cH:21][c:22]([CH2:25][CH:26]=[O:27])[cH:23][cH:24]2)[cH:13][cH:14][cH:15][cH:16]1>>[N:6]([OH:7])=[CH:26][CH2:25][c:22]1[cH:21][cH:20][c:19]([CH2:18][O:17][c:12]2[n:11][cH:16][cH:15][cH:14][cH:13]2)[cH:24][cH:23]1.